This data is from the Open Reaction Database (ORD), a public repository of structured organic reaction records. The task is: describe an organic reaction: reactants, conditions, products, and yield Starting materials: C(#N)C1=CC=C(C=C1)/C=C/C(=O)OCC ((E)-Ethyl 3-(4-cyanophenyl)acrylate). The solvent is O1CCCC1 (tetrahydrofuran). Reagents/catalysts: [C].[Pd] (Palladium-Carbon). Yield: 97.6%. Procedure: (E)-Ethyl 3-(4-cyanophenyl)acrylate (13.9 g, 69.1 mmol) in tetrahydrofuran (100 ml) was hydrogenated over 10% Palladium-Carbon (4.00 g) at atmospheric pressure. After removal of the catalyst, the filtrate was concentrated in vacuo to give ethyl 3-(4-cyanophenyl)propionate as a yellow oil (13.7 g, 98%). The product is C(#N)C1=CC=C(C=C1)CCC(=O)OCC (ethyl 3-(4-cyanophenyl)propionate). As a reaction SMILES: [C:1]([C:3]1[CH:8]=[CH:7][C:6](/[CH:9]=[CH:10]/[C:11]([O:13][CH2:14][CH3:15])=[O:12])=[CH:5][CH:4]=1)#[N:2]>O1CCCC1.[C].[Pd]>[C:1]([C:3]1[CH:8]=[CH:7][C:6]([CH2:9][CH2:10][C:11]([O:13][CH2:14][CH3:15])=[O:12])=[CH:5][CH:4]=1)#[N:2] |f:2.3|. Starting materials: CCOC(=O)Cl, Nc1ccc(-c2cnc(CSCCOc3ccccc3)o2)cc1. The product is CCOC(=O)Nc1ccc(-c2cnc(CSCCOc3ccccc3)o2)cc1. As a reaction SMILES: [Cl:24][C:25](=[O:26])[O:27][CH2:28][CH3:29].[O:1]([c:2]1[cH:3][cH:4][cH:5][cH:6][cH:7]1)[CH2:8][CH2:9][S:10][CH2:11][c:12]1[o:13][c:14](-[c:17]2[cH:18][cH:19][c:20]([NH2:23])[cH:21][cH:22]2)[cH:15][n:16]1>>[O:1]([c:2]1[cH:3][cH:4][cH:5][cH:6][cH:7]1)[CH2:8][CH2:9][S:10][CH2:11][c:12]1[o:13][c:14](-[c:17]2[cH:18][cH:19][c:20]([NH:23][C:25](=[O:26])[O:27][CH2:28][CH3:29])[cH:21][cH:22]2)[cH:15][n:16]1.